From a dataset of the Open Reaction Database (ORD), a public repository of structured organic reaction records. describe an organic reaction: reactants, conditions, products, and yield Reactants: COC=1C=CC2=C(SC=C2)C1 (6-Methoxybenzo[b]thiophene), BrC=1C=CC(=C(C=O)C1)Cl (5-bromo-2-chlorobenzaldehyde). Product: BrC=1C=CC(=C(C1)CC1=CC2=C(S1)C=C(C=C2)OC)Cl (5-Bromo-2-chloro-1-(6-methoxybenzo[b]thiophen-2-ylmethyl)benzene). As a reaction SMILES: [CH3:1][O:2][C:3]1[CH:4]=[CH:5][C:6]2[CH:10]=[CH:9][S:8][C:7]=2[CH:11]=1.[Br:12][C:13]1[CH:14]=[CH:15][C:16]([Cl:21])=[C:17]([CH:20]=1)[CH:18]=O>>[Br:12][C:13]1[CH:14]=[CH:15][C:16]([Cl:21])=[C:17]([CH2:18][C:9]2[S:8][C:7]3[CH:11]=[C:3]([O:2][CH3:1])[CH:4]=[CH:5][C:6]=3[CH:10]=2)[CH:20]=1. Procedure details: 6-Methoxybenzo[b]thiophene (see WO 97/25033) and 5-bromo-2-chlorobenzaldehyde obtained in Reference Example 16-(1) were treated in a manner similar to Reference Example 7 to give the target compound. Reactants: Cl (hydrochloric acid), BrC1=C(C=CC=C1)Cl (2-Bromochlorobenzene), C[Si](C)(C)C#C (trimethylsilylacetylene), dichloride. The reagents and catalysts are [Cu]I (copper (I) iodide), C1(=CC=CC=C1)P(C1=CC=CC=C1)C1=CC=CC=C1 (Triphenylphosphine). Solvent: C(C)N(CC)CC (triethylamine). Product: ClC1=C(C=CC=C1)C#C[Si](C)(C)C ((2-chlorophenylethynyl)-trimethylsilane). Yield: 99.3%. RXN SMILES: Br[C:2]1[CH:7]=[CH:6][CH:5]=[CH:4][C:3]=1[Cl:8].[CH3:9][Si:10]([C:13]#[CH:14])([CH3:12])[CH3:11].Cl>C(N(CC)CC)C.[Cu]I.C1(P(C2C=CC=CC=2)C2C=CC=CC=2)C=CC=CC=1>[Cl:8][C:3]1[CH:4]=[CH:5][CH:6]=[CH:7][C:2]=1[C:14]#[C:13][Si:10]([CH3:12])([CH3:11])[CH3:9]. Reported procedure: 2-Bromochlorobenzene (54.1 ml, 0.46 mol) and trimethylsilylacetylene (72 ml, 0.51 mol) were dissolved in triethylamine (250 ml). Triphenylphosphine (0.4 g, 1.5 mmol), copper (I) iodide (0.3 g, 1.6 mmol) and bistriphenyphosphinepalladium (II) dichloride (0.5 g, 0.67 mmol) were added and the mixture was heated under reflux for 18 h. The reaction mixture was cooled to ambient temperature and carefully added to 10% hydrochloric acid (480 ml). The product was extracted into hexane (3×200 ml), the ext...